From a dataset of the Open Reaction Database (ORD), a public repository of structured organic reaction records. describe an organic reaction: reactants, conditions, products, and yield Starting materials: CSC1=NC=CC(=N1)C1=CN=C2N1C=CC=C2C(C)(C)O (2-[3-(2-methylsulfanyl-pyrimidin-4-yl)-imidazo[1,2-a]pyridin-8-yl]-propan-2-ol), C1=CC(=CC(=C1)Cl)C(=O)OO (MCPBA). Solvent: C(Cl)Cl (DCM). Run at temperature 0 celsius, time 2 hour. The product is CS(=O)C1=NC=CC(=N1)C1=CN=C2N1C=CC=C2C(C)(C)O (2-[3-(2-methylsulfinyl-pyrimidin-4-yl)-imidazo[1,2-a]pyridin-8-yl]-propan-2-ol). Yield: 76.0%. Reaction SMILES: [CH3:1][S:2][C:3]1[N:8]=[C:7]([C:9]2[N:13]3[CH:14]=[CH:15][CH:16]=[C:17]([C:18]([OH:21])([CH3:20])[CH3:19])[C:12]3=[N:11][CH:10]=2)[CH:6]=[CH:5][N:4]=1.C1C=C(Cl)C=C(C(OO)=[O:30])C=1>C(Cl)Cl>[CH3:1][S:2]([C:3]1[N:8]=[C:7]([C:9]2[N:13]3[CH:14]=[CH:15][CH:16]=[C:17]([C:18]([OH:21])([CH3:19])[CH3:20])[C:12]3=[N:11][CH:10]=2)[CH:6]=[CH:5][N:4]=1)=[O:30]. Procedure details: A solution of 2-[3-(2-methylsulfanyl-pyrimidin-4-yl)-imidazo[1,2-a]pyridin-8-yl]-propan-2-ol (0.5 g) in DCM (100 mL) was cooled to 0° C., and MCPBA (0.376 g) was added. The reaction mixture was stirred at 0° C. for 2 h, then quenched with 10% Na2S2O3 (aq). The organic layer was washed with NaHCO3 (sat'd aq), separated, and dried over Na2SO4, filtered, concentrated, and titurated with EtOAc and filtered to provide 2-[3-(2-methylsulfinyl-pyrimidin-4-yl)-imidazo[1,2-a]pyridin-8-yl]-propan-2-ol (0.4... Reported procedure: 1-Acetyl-5,7,8,9-tetrahydrocyclohepta[f]indazol-6(1H)-one (79) (30 g, 124 mmol) was added to a round bottom flask, equipped with a Dean Stark trap and condenser. Ethane-1,2-diol (27.6 mL, 495 mmol), pTSA (2.36 g, 12.38 mmol) and toluene (300 mL) were added and the resulting mixture was heated to about 142° C. for about 90 min. After cooling to rt, the mixture was concentrated and sonicated with water (˜50 mL). The resulting solids were collected by filtration and taken into MeOH (200 mL) and wat... The product is C(C)(=O)N1N=CC2=CC3=C(C=C12)CCCC(C3)=O (1-Acetyl-5,7,8,9-tetrahydrocyclohepta[f]indazol-6(1H)-one). RXN SMILES: [O:1]1CCO[C:2]21[CH2:21][C:10]1[CH:11]=[C:12]3[C:16](=[CH:17][C:9]=1[CH2:8][CH2:7][CH2:6]2)[N:15]([C:18](=[O:20])[CH3:19])[N:14]=[CH:13]3.C(O)CO.CC1C=CC(S(O)(=O)=O)=CC=1.[OH-].[K+]>C1(C)C=CC=CC=1>[C:18]([N:15]1[C:16]2[C:12](=[CH:11][C:10]3[CH2:21][C:2](=[O:1])[CH2:6][CH2:7][CH2:8][C:9]=3[CH:17]=2)[CH:13]=[N:14]1)(=[O:20])[CH3:19] |f:3.4|. Yield: 94.2%. Run at temperature 142 celsius, time 30 minute. Reactants: C(CO)O (Ethane-1,2-diol), CC=1C=CC(=CC1)S(=O)(=O)O (pTSA), O1C2(OCC1)CCCC1=C(C=C3C=NN(C3=C1)C(C)=O)C2 (1-(5,7,8,9-Tetrahydro-1H-spiro[cyclohepta[f]indazole-6,2′-[1,3]dioxolan]-1-yl)ethanone), [OH-].[K+] (Potassium hydroxide). The solvent is C1(=CC=CC=C1)C (toluene).